Dataset: the Open Reaction Database (ORD), a public repository of structured organic reaction records. Task: describe an organic reaction: reactants, conditions, products, and yield Starting materials: ON1N=NC2=C1C=CC=C2 (1-hydroxybenzotriazole), C(C)(C)(C)OC(=O)N1CCC(CC1)CCN (2-[1-(tert-butoxycarbonyl)piperidin-4-yl]ethylamine), Cl.CN(CCCN=C=NCC)C (1-[3-(dimethylamino)propyl]-3-ethylcarbodiimide hydrochloride), CC1=CC=C(C=C1)C=1C=CC2=C(C=C(CCO2)C(=O)O)C1 (7-(4-methylphenyl)-2,3-dihydro-1-benzooxepine-4-carboxylic acid). Run in CN(C)C=O (DMF). Product: C(C)(C)(C)OC(=O)N1CCC(CC1)CCNC(=O)C=1CCOC2=C(C1)C=C(C=C2)C2=CC=C(C=C2)C (N-[2-[1-(tert-butoxycarbonyl)piperidin-4-yl]ethyl]-7-(4-methylphenyl)-2,3-dihydro-1-benzooxepine-4-carboxamide). The yield is 66.8%. RXN SMILES: [CH3:1][C:2]1[CH:7]=[CH:6][C:5]([C:8]2[CH:9]=[CH:10][C:11]3[O:17][CH2:16][CH2:15][C:14]([C:18](O)=[O:19])=[CH:13][C:12]=3[CH:21]=2)=[CH:4][CH:3]=1.ON1C2C=CC=CC=2N=N1.[C:32]([O:36][C:37]([N:39]1[CH2:44][CH2:43][CH:42]([CH2:45][CH2:46][NH2:47])[CH2:41][CH2:40]1)=[O:38])([CH3:35])([CH3:34])[CH3:33].Cl.CN(C)CCCN=C=NCC>CN(C=O)C>[C:32]([O:36][C:37]([N:39]1[CH2:44][CH2:43][CH:42]([CH2:45][CH2:46][NH:47][C:18]([C:14]2[CH2:15][CH2:16][O:17][C:11]3[CH:10]=[CH:9][C:8]([C:5]4[CH:4]=[CH:3][C:2]([CH3:1])=[CH:7][CH:6]=4)=[CH:21][C:12]=3[CH:13]=2)=[O:19])[CH2:41][CH2:40]1)=[O:38])([CH3:35])([CH3:34])[CH3:33] |f:3.4|. Procedure details: To 7-(4-methylphenyl)-2,3-dihydro-1-benzooxepine-4-carboxylic acid (1402 mg, 5.00 mmol) dissolved in DMF (30 ml) were added at 0° C. 1-hydroxybenzotriazole (743 mg, 5.50 mmol), 2-[1-(tert-butoxycarbonyl)piperidin-4-yl]ethylamine (1256 mg, 5.50 mmol) and 1-[3-(dimethylamino)propyl]-3-ethylcarbodiimide hydrochloride (1438 mg, 7.50 mmol), and the resulting mixture was stirred at room temperature for 8 hours. The reaction mixture was concentrated, ethyl acetate (120 ml) was added to the residue and ... Starting materials: CC(C)(C)CC(=O)Cl, ClCCCl, Cc1ccc2c(c1)NC(=O)C(NC(=O)OC(C)(C)C)CN2, O, c1ccncc1. Product: Cc1ccc2c(c1)NC(=O)C(NC(=O)OC(C)(C)C)CN2C(=O)CC(C)(C)C. As a reaction SMILES: [CH3:22][C:23]([CH2:24][C:25](=[O:26])[Cl:27])([CH3:28])[CH3:29].[Cl:37][CH2:38][CH2:39][Cl:40].[O:1]=[C:2]1[CH:3]([NH:14][C:15](=[O:16])[O:17][C:18]([CH3:19])([CH3:20])[CH3:21])[CH2:4][NH:5][c:6]2[c:7]([cH:9][c:10]([CH3:13])[cH:11][cH:12]2)[NH:8]1.[OH2:36].[cH:30]1[cH:31][cH:32][n:33][cH:34][cH:35]1>>[O:1]=[C:2]1[CH:3]([NH:14][C:15](=[O:16])[O:17][C:18]([CH3:19])([CH3:20])[CH3:21])[CH2:4][N:5]([C:25]([CH2:24][C:23]([CH3:22])([CH3:28])[CH3:29])=[O:26])[c:6]2[c:7]([cH:9][c:10]([CH3:13])[cH:11][cH:12]2)[NH:8]1. Reactants: CN1C(=NC=2C1=NC=CC2)S(=O)(=O)C (3-methyl-2-(methylsulfonyl)-3H-imidazo[4,5-b]pyridine), FC(OC=1C=C2C(=NC1)N(C(N2CC)=O)C2=CC=C(C=C2)O)F (6-(difluoromethoxy)-1-ethyl-3-(4-hydroxyphenyl)-1,3-dihydro-2H-imidazo[4,5-b]pyridin-2-one), [H-].[Na+] (NaH). Run in CN(C)C=O (DMF). Conditions: temperature 180 celsius, time 30 minute. The product is FC(OC=1C=C2C(=NC1)N(C(N2CC)=O)C2=CC=C(C=C2)OC2=NC=1C(=NC=CC1)N2C)F (6-(difluoromethoxy)-1-ethyl-3-{4-[(3-methyl-3H-imidazo[4,5-b]pyridin-2-yl)oxy]phenyl}-1,3-dihydro-2H-imidazo[4,5-b]pyridin-2-one). Isolated yield 46.2%. RXN SMILES: [CH3:1][N:2]1[C:6]2=[N:7][CH:8]=[CH:9][CH:10]=[C:5]2[N:4]=[C:3]1S(C)(=O)=O.[F:15][CH:16]([F:37])[O:17][C:18]1[CH:19]=[C:20]2[N:26]([CH2:27][CH3:28])[C:25](=[O:29])[N:24]([C:30]3[CH:35]=[CH:34][C:33]([OH:36])=[CH:32][CH:31]=3)[C:21]2=[N:22][CH:23]=1.[H-].[Na+]>CN(C=O)C>[F:37][CH:16]([F:15])[O:17][C:18]1[CH:19]=[C:20]2[N:26]([CH2:27][CH3:28])[C:25](=[O:29])[N:24]([C:30]3[CH:35]=[CH:34][C:33]([O:36][C:3]4[N:2]([CH3:1])[C:6]5=[N:7][CH:8]=[CH:9][CH:10]=[C:5]5[N:4]=4)=[CH:32][CH:31]=3)[C:21]2=[N:22][CH:23]=1 |f:2.3|. Procedure: To a solution of 3-methyl-2-(methylsulfonyl)-3H-imidazo[4,5-b]pyridine (62 mg) and 6-(difluoromethoxy)-1-ethyl-3-(4-hydroxyphenyl)-1,3-dihydro-2H-imidazo[4,5-b]pyridin-2-one (86 mg) in DMF (3 mL) was added NaH (13 mg) at room temperature, and the mixture was stirred at 180° C. under microwave irradiation for 30 min. The mixture was partitioned between water and AcOEt. The organic layer was washed with brine, dried over Na2SO4, filtered and concentrated in vacuo. The residue was purified by colum... The reactants are Br, O=C(n1ccnc1)n1ccnc1, COCCn1c(C)c(C)sc1=N, CCOC(C)=O, O, O=C(O)C12CC3CC(CC(O)(C3)C1)C2. Product: COCCn1c(C)c(C)sc1=NC(=O)C12CC3CC(CC(O)(C3)C1)C2. RXN SMILES: [BrH:27].[C:15]([n:16]1[cH:17][cH:18][n:19][cH:20]1)([n:21]1[cH:22][cH:23][n:24][cH:25]1)=[O:26].[CH3:28][O:29][CH2:30][CH2:31][n:32]1[c:33](=[NH:39])[s:34][c:35]([CH3:38])[c:36]1[CH3:37].[CH3:40][CH2:41][O:42][C:43]([CH3:44])=[O:45].[OH2:46].[OH:1][C:2]12[CH2:3][C:4]3([C:12](=[O:13])[OH:14])[CH2:5][CH:6]([CH2:7][CH:8]([CH2:9]1)[CH2:10]3)[CH2:11]2>>[OH:1][C:2]12[CH2:3][C:4]3([C:12](=[O:13])[N:39]=[c:33]4[n:32]([CH2:31][CH2:30][O:29][CH3:28])[c:36]([CH3:37])[c:35]([CH3:38])[s:34]4)[CH2:5][CH:6]([CH2:7][CH:8]([CH2:9]1)[CH2:10]3)[CH2:11]2. Reactants: CC(C)N(C(=O)CN1C(=O)C(C)(Cc2cn(C(=O)OC(C)(C)C)c3ccccc23)c2nnc(-c3ccccc3)n2-c2ccccc21)c1ccccc1, Cl, C1COCCO1. RXN SMILES: [C:1]([O:2][C:3](=[O:4])[n:8]1[cH:9][c:10]([CH2:17][C:18]2([CH3:52])[C:19](=[O:51])[N:20]([CH2:38][C:39]([N:40]([c:41]3[cH:42][cH:43][cH:44][cH:45][cH:46]3)[CH:47]([CH3:48])[CH3:49])=[O:50])[c:21]3[c:22]([cH:34][cH:35][cH:36][cH:37]3)-[n:23]3[c:24](-[c:28]4[cH:29][cH:30][cH:31][cH:32][cH:33]4)[n:25][n:26][c:27]32)[c:11]2[cH:12][cH:13][cH:14][cH:15][c:16]12)([CH3:5])([CH3:6])[CH3:7].[ClH:53].[O:54]1[CH2:55][CH2:56][O:57][CH2:58][CH2:59]1>>[nH:8]1[cH:9][c:10]([CH2:17][C:18]2([CH3:52])[C:19](=[O:51])[N:20]([CH2:38][C:39]([N:40]([c:41]3[cH:42][cH:43][cH:44][cH:45][cH:46]3)[CH:47]([CH3:48])[CH3:49])=[O:50])[c:21]3[c:22]([cH:34][cH:35][cH:36][cH:37]3)-[n:23]3[c:24](-[c:28]4[cH:29][cH:30][cH:31][cH:32][cH:33]4)[n:25][n:26][c:27]32)[c:11]2[cH:12][cH:13][cH:14][cH:15][c:16]12. The product is CC(C)N(C(=O)CN1C(=O)C(C)(Cc2c[nH]c3ccccc23)c2nnc(-c3ccccc3)n2-c2ccccc21)c1ccccc1. As a reaction SMILES: [CH2:65]1[O:66][CH2:67][CH2:68][CH2:69]1.[N:53]([C:54]([O:55][CH2:56][CH3:57])=[O:58])=[N:59][C:60]([O:61][CH2:62][CH3:63])=[O:64].[O:23]=[C:24]1[NH:25][C:26](=[O:27])[c:28]2[cH:29][cH:30][cH:31][cH:32][c:33]21.[c:1]1(-[c:7]2[n:8][c:9]([CH:18]([CH2:19][CH:20]=[CH2:21])[OH:22])[o:10][c:11]2-[c:12]2[cH:13][cH:14][cH:15][cH:16][cH:17]2)[cH:2][cH:3][cH:4][cH:5][cH:6]1.[c:34]1([P:35]([c:36]2[cH:37][cH:38][cH:39][cH:40][cH:41]2)[c:42]2[cH:43][cH:44][cH:45][cH:46][cH:47]2)[cH:48][cH:49][cH:50][cH:51][cH:52]1>>[c:1]1(-[c:7]2[n:8][c:9]([CH:18]([CH2:19][CH:20]=[CH2:21])[N:25]3[C:24](=[O:23])[c:33]4[c:28]([cH:29][cH:30][cH:31][cH:32]4)[C:26]3=[O:27])[o:10][c:11]2-[c:12]2[cH:13][cH:14][cH:15][cH:16][cH:17]2)[cH:2][cH:3][cH:4][cH:5][cH:6]1. The product is C=CCC(c1nc(-c2ccccc2)c(-c2ccccc2)o1)N1C(=O)c2ccccc2C1=O. Starting materials: C1CCOC1, CCOC(=O)N=NC(=O)OCC, O=C1NC(=O)c2ccccc21, C=CCC(O)c1nc(-c2ccccc2)c(-c2ccccc2)o1, c1ccc(P(c2ccccc2)c2ccccc2)cc1. Reactants: BrC1=NN(C2=CC=CC(=C12)[N+](=O)[O-])CC1=NN(C(=C1)C)C(C)C (3-bromo-1-((1-isopropyl-5-methyl-1H-pyrazol-3-yl)methyl)-4-nitro-1H-indazole), C(=O)([O-])[O-].[K+].[K+] (K2CO3), CB(O)O (methylboronic acid), C1(CCCCC1)P(C1=C(C=CC=C1)C1=C(C(=CC=C1OC)S(=O)(=O)[O-])OC)C1CCCCC1.[Na+] (sodium 2′-(dicyclohexylphosphino)-2,6-dimethoxybiphenyl-3-sulfonate). The reagents and catalysts are C(C)(=O)O[Pd]OC(C)=O (diacetoxypalladium). Run in O1CCOCC1.O (1,4-dioxane H2O). Conditions: temperature 0 celsius, time 20 minute. Yields the product C(C)(C)N1N=C(C=C1C)CN1N=C(C2=C(C=CC=C12)[N+](=O)[O-])C (1-((1-isopropyl-5-methyl-1H-pyrazol-3-yl)methyl)-3-methyl-4-nitro-1H-indazole). Isolated yield 82.9%. As a reaction SMILES: Br[C:2]1[C:10]2[C:5](=[CH:6][CH:7]=[CH:8][C:9]=2[N+:11]([O-:13])=[O:12])[N:4]([CH2:14][C:15]2[CH:19]=[C:18]([CH3:20])[N:17]([CH:21]([CH3:23])[CH3:22])[N:16]=2)[N:3]=1.[C:24]([O-])([O-])=O.[K+].[K+].CB(O)O.C1(P(C2CCCCC2)C2C=CC=CC=2C2C(OC)=CC=C(S([O-])(=O)=O)C=2OC)CCCCC1.[Na+]>C(O[Pd]OC(=O)C)(=O)C.O1CCOCC1.O>[CH:21]([N:17]1[C:18]([CH3:20])=[CH:19][C:15]([CH2:14][N:4]2[C:5]3[C:10](=[C:9]([N+:11]([O-:13])=[O:12])[CH:8]=[CH:7][CH:6]=3)[C:2]([CH3:24])=[N:3]2)=[N:16]1)([CH3:23])[CH3:22] |f:1.2.3,5.6,8.9|. Procedure: A flask was charged with 1,4-dioxane/H2O (30 mL/5 mL). The flask was cooled to 0° C. and vacuum was applied for 20 minutes. A second flask was charged with 3-bromo-1-((1-isopropyl-5-methyl-1H-pyrazol-3-yl)methyl)-4-nitro-1H-indazole (1.95 g, 5.16 mmol), K2CO3 (2.85 g, 20.6 mmol), diacetoxypalladium (0.0579 g, 0.258 mmol), methylboronic acid (0.926 g, 15.5 mmol) and sodium 2′-(dicyclohexylphosphino)-2,6-dimethoxybiphenyl-3-sulfonate (0.264 g, 0.516 mmol). The second flask was evacuated with and b... Reactants: [Cl-] (chloride), cuprous iodide, CC1(OC2=CC(=C(C=C2C(C1)(C)C)C#C)C)C (2,2,4,4,7-pentamethyl-6-ethynyl-chroman), CC1(OC2=CC(=C(C=C2C(C1)(C)C)C#C)C)C (2,2,4,4,7-pentamethyl-6-ethynyl-chroman), ClC1=NC=C(C(=O)OCC)C=C1 (ethyl 6-chloronicotinate), ClC1=NC=C(C(=O)OCC)C=C1 (ethyl 6-chloronicotinate). The reagents and catalysts are [Pd].C1(=CC=CC=C1)P(C1=CC=CC=C1)C1=CC=CC=C1.C1(=CC=CC=C1)P(C1=CC=CC=C1)C1=CC=CC=C1 (bis (triphenylphosphine) palladium). Run in C(C)N(CC)CC (triethylamine). Reaction conditions: temperature 60 celsius, time 72 hour. Product: C(C)OC(C1=CN=C(C=C1)C#CC=1C=C2C(CC(OC2=CC1C)(C)C)(C)C)=O (Ethyl-6-[(2,2,4,4,7-pentamethyl-6-chromanyl)-ethynyl]nicotinate). RXN SMILES: [CH3:1][C:2]1([CH3:17])[CH2:11][C:10]([CH3:13])([CH3:12])[C:9]2[C:4](=[CH:5][C:6]([CH3:16])=[C:7]([C:14]#[CH:15])[CH:8]=2)[O:3]1.Cl[C:19]1[CH:29]=[CH:28][C:22]([C:23]([O:25][CH2:26][CH3:27])=[O:24])=[CH:21][N:20]=1.[Cl-]>C(N(CC)CC)C.[Pd].C1(P(C2C=CC=CC=2)C2C=CC=CC=2)C=CC=CC=1.C1(P(C2C=CC=CC=2)C2C=CC=CC=2)C=CC=CC=1>[CH2:26]([O:25][C:23](=[O:24])[C:22]1[CH:28]=[CH:29][C:19]([C:15]#[C:14][C:7]2[CH:8]=[C:9]3[C:4](=[CH:5][C:6]=2[CH3:16])[O:3][C:2]([CH3:17])([CH3:1])[CH2:11][C:10]3([CH3:12])[CH3:13])=[N:20][CH:21]=1)[CH3:27] |f:4.5.6|. Procedure: A solution of 300 mg (1.316 mmol) of 2,2,4,4,7-pentamethyl-6-ethynyl-chroman (Compound 9) and 245.6 mg (1.3276 mmol) of ethyl 6-chloro-nicotinate (Compound 98) in 2 ml of triethylamine was placed in a pressure tube and a stream of nitrogen was bubbled through the solution for 15 min. The tube was then flushed with argon and a finely ground mixture 100 mg (0.1425 mmol) of bis (triphenylphosphine) palladium II) chloride and 50 mg (0.2625 mmol) of cuprous iodide was added to the solution. The press...